Task: describe an organic reaction: reactants, conditions, products, and yield. Dataset: the Open Reaction Database (ORD), a public repository of structured organic reaction records Product: C[C@@H]1CN(C[C@@H](N1)C)C1=NC=C(C=C1)C(F)(F)F ((3R,5S)-3,5-Dimethyl-1-(5-trifluoromethylpyridin-2-yl)piperazine). The reactants are ClC1=NC=C(C=C1)C(F)(F)F (2-chloro-5-(trifluoromethyl)pyridine), CN[C@@H]1N[C@@H](CNC1)NC (cis-2,6-dimethylaminopiperazine), C([O-])([O-])=O.[K+].[K+] (potassium carbonate), [Na+].[I-] (NaI), CN(C)C=O (DMF), [Cl-].[Na+] (sodium chloride). Reaction SMILES: Cl[C:2]1[CH:7]=[CH:6][C:5]([C:8]([F:11])([F:10])[F:9])=[CH:4][N:3]=1.CN[C@H:14]1[CH2:19]N[CH2:17][C@@H:16](NC)[NH:15]1.C(=O)([O-])[O-].[K+].[K+].[Na+].[I-].[Cl-].[Na+].C[N:33]([CH:35]=O)[CH3:34]>>[CH3:19][C@H:14]1[NH:15][C@@H:16]([CH3:17])[CH2:35][N:33]([C:2]2[CH:7]=[CH:6][C:5]([C:8]([F:11])([F:10])[F:9])=[CH:4][N:3]=2)[CH2:34]1 |f:2.3.4,5.6,7.8|. Procedure: 0.8 g of 2-chloro-5-(trifluoromethyl)pyridine (compound of formula (VII)), 0.5 g of cis-2,6-dimethylaminopiperazine (compound of formula (VI)), 0.67 g of potassium carbonate and 0.3 g of NaI are charged to 8 ml of DMF. The reaction is carried out in a CEM discover microwave initiator for 30 min at 160° C. The resulting product is then poured into a saturated aqueous solution of sodium chloride and the resulting mixture is extracted with ethyl acetate. The organic phase is dried over Na2SO4, filt... Reactants: C1CCOC1, CCO, O=C1NC(=O)C2(Cc3cccc(COc4ccc(Cl)cc4)c3)C=CC=CC12, NN, O. Yields the product NCc1cccc(COc2ccc(Cl)cc2)c1. As a reaction SMILES: [CH2:31]1[O:32][CH2:33][CH2:34][CH2:35]1.[CH3:36][CH2:37][OH:38].[Cl:1][c:2]1[cH:3][cH:4][c:5]([O:6][CH2:7][c:8]2[cH:9][c:10]([CH2:11][C:12]34[CH:13]=[CH:14][CH:15]=[CH:16][CH:17]3[C:18](=[O:22])[NH:19][C:20]4=[O:21])[cH:23][cH:24][cH:25]2)[cH:26][cH:27]1.[NH2:29][NH2:30].[OH2:28]>>[Cl:1][c:2]1[cH:3][cH:4][c:5]([O:6][CH2:7][c:8]2[cH:9][c:10]([CH2:11][NH2:29])[cH:23][cH:24][cH:25]2)[cH:26][cH:27]1. Reactants: O=C([O-])[O-], COCCOC, O=C(CN1CCc2cc(Cl)nnc2C1)N1CCN(C2CCC2)CC1, [Na+], [Na+], O, OB(O)c1cncnc1. The product is O=C(CN1CCc2cc(-c3cncnc3)nnc2C1)N1CCN(C2CCC2)CC1. RXN SMILES: [C:34](=[O:35])([O-:36])[O-:37].[CH3:40][O:41][CH2:42][CH2:43][O:44][CH3:45].[CH:1]1([N:5]2[CH2:6][CH2:7][N:8]([C:11]([CH2:12][N:13]3[CH2:14][c:15]4[n:16][n:17][c:18]([Cl:23])[cH:19][c:20]4[CH2:21][CH2:22]3)=[O:24])[CH2:9][CH2:10]2)[CH2:2][CH2:3][CH2:4]1.[Na+:38].[Na+:39].[OH2:46].[n:25]1[cH:26][n:27][cH:28][c:29]([B:31]([OH:32])[OH:33])[cH:30]1>>[CH:1]1([N:5]2[CH2:6][CH2:7][N:8]([C:11]([CH2:12][N:13]3[CH2:14][c:15]4[n:16][n:17][c:18](-[c:29]5[cH:28][n:27][cH:26][n:25][cH:30]5)[cH:19][c:20]4[CH2:21][CH2:22]3)=[O:24])[CH2:9][CH2:10]2)[CH2:2][CH2:3][CH2:4]1. Reactants: O=c1ccc(Br)c[nH]1, Fc1cc(Cl)ccc1CBr, C1CCOC1, [K+], [K+], O=C([O-])[O-]. Yields the product O=c1ccc(Br)cn1Cc1ccc(Cl)cc1F. As a reaction SMILES: [Br:17][c:18]1[cH:19][cH:20][c:21](=[O:24])[nH:22][cH:23]1.[Br:7][CH2:8][c:9]1[c:10]([F:16])[cH:11][c:12]([Cl:15])[cH:13][cH:14]1.[CH2:25]1[O:26][CH2:27][CH2:28][CH2:29]1.[K+:1].[K+:2].[O-:3][C:4]([O-:5])=[O:6]>>[CH2:8]([c:9]1[c:10]([F:16])[cH:11][c:12]([Cl:15])[cH:13][cH:14]1)[n:22]1[c:21](=[O:24])[cH:20][cH:19][c:18]([Br:17])[cH:23]1. The reactants are C(#C)C=1C=C2/C(/C(NC2=CC1)=O)=C/C=1NC=CC1 ((Z)-1,3-dihydro-5-ethynyl-3-[(1H-pyrrol-2-yl)methylene]-2H-indol-2-one), IC1=CC=C(C=C1)O (4-iodophenol), O (Water). Reagents/catalysts: [Cu]I (Copper(I) iodide), Cl[Pd]([P](C1=CC=CC=C1)(C2=CC=CC=C2)C3=CC=CC=C3)([P](C4=CC=CC=C4)(C5=CC=CC=C5)C6=CC=CC=C6)Cl ((Ph3P)2PdCl2). Solvent: CN(C=O)C (N,N-dimethylformamide), C(C)N(CC)CC (triethylamine). Run at temperature 70 celsius. The product is OC1=CC=C(C=C1)C#CC=1C=C2/C(/C(NC2=CC1)=O)=C/C=1NC=CC1 ((Z)-1,3-dihydro-5-(4-hydroxyphenyl)ethynyl-3-[(1H-pyrrol-2-yl)methylene]-2H-indol-2-one). Reaction SMILES: [C:1]([C:3]1[CH:4]=[C:5]2[C:9](=[CH:10][CH:11]=1)[NH:8][C:7](=[O:12])/[C:6]/2=[CH:13]\[C:14]1[NH:15][CH:16]=[CH:17][CH:18]=1)#[CH:2].I[C:20]1[CH:25]=[CH:24][C:23]([OH:26])=[CH:22][CH:21]=1.O>CN(C)C=O.C(N(CC)CC)C.[Cu]I.Cl[Pd](Cl)([P](C1C=CC=CC=1)(C1C=CC=CC=1)C1C=CC=CC=1)[P](C1C=CC=CC=1)(C1C=CC=CC=1)C1C=CC=CC=1>[OH:26][C:23]1[CH:24]=[CH:25][C:20]([C:2]#[C:1][C:3]2[CH:4]=[C:5]3[C:9](=[CH:10][CH:11]=2)[NH:8][C:7](=[O:12])/[C:6]/3=[CH:13]\[C:14]2[NH:15][CH:16]=[CH:17][CH:18]=2)=[CH:21][CH:22]=1 |^1:44,63|. Procedure: A solution of (Z)-1,3-dihydro-5-ethynyl-3-[(1H-pyrrol-2-yl)methylene]-2H-indol-2-one (100 mg, 0.43 mmol) (from Example 82) and 4-iodophenol (104 mg, 0.47 mmol) (Aldrich) in N,N-dimethylformamide (2 mL) and triethylamine (2 mL) was degassed by bubbling argon through the solution for 15 minutes. Copper(I) iodide (8 mg, 0.042 mmol) (Aldrich) and (Ph3P)2PdCl2 (25 mg, 0.021 mmol) (Aldrich) were added, and the reaction was heated at 70° C. for 16 hours. Water (15 mL) was then added and the precipitate... Solvent: C(C)(C)O (isopropanol), O1CCOCC1 (dioxane), C(Cl)Cl (CH2Cl2). Product: ClC=1C(=NC(=NC1)NC1=CC=CC2=C1N(CCN(C2=O)C)C)NC2=C(C(=O)NC)C=CC=C2 (2-[5-Chloro-2-(1,4-dimethyl-5-oxo-2,3,4,5-tetrahydro-1H-benzo[e][1,4]diazepin-9-ylamino)-pyrimidin-4-ylamino]-N-methyl-benzamide). Starting materials: NC1=CC=CC2=C1N(CCN(C2=O)C)C (9-Amino-1,4-dimethyl-1,2,3,4-tetrahydro-benzo[e][1,4]diazepin-5-one), ClC1=NC=C(C(=N1)NC1=C(C(=O)NC)C=CC=C1)Cl (2-(2,5-Dichloro-pyrimidin-4-ylamino)-N-methyl-benzamide), Cl (HCl). Conditions: temperature 110 celsius. Procedure details: 9-Amino-1,4-dimethyl-1,2,3,4-tetrahydro-benzo[e][1,4]diazepin-5-one (#) (50 mg, 0.24 mmol) and 2-(2,5-Dichloro-pyrimidin-4-ylamino)-N-methyl-benzamide (#) (79 mg, 0.27 mmol) were combined in isopropanol (1 mL). 4 N HCl in dioxane (67 μL) was added, and the resulting mixture was heated to 110° C. in the microwave for 20 min. The resulting solution was diluted with CH2Cl2 (50 ml) washed with saturated aqueous NaHCO3 (2×50 ml), dried over MgSO4, filtered, and concentrated. The resulting residue was... Isolated yield 42.0%. RXN SMILES: [NH2:1][C:2]1[C:7]2[N:8]([CH3:15])[CH2:9][CH2:10][N:11]([CH3:14])[C:12](=[O:13])[C:6]=2[CH:5]=[CH:4][CH:3]=1.Cl[C:17]1[N:22]=[C:21]([NH:23][C:24]2[CH:33]=[CH:32][CH:31]=[CH:30][C:25]=2[C:26]([NH:28][CH3:29])=[O:27])[C:20]([Cl:34])=[CH:19][N:18]=1.Cl>C(O)(C)C.O1CCOCC1.C(Cl)Cl>[Cl:34][C:20]1[C:21]([NH:23][C:24]2[CH:33]=[CH:32][CH:31]=[CH:30][C:25]=2[C:26]([NH:28][CH3:29])=[O:27])=[N:22][C:17]([NH:1][C:2]2[C:7]3[N:8]([CH3:15])[CH2:9][CH2:10][N:11]([CH3:14])[C:12](=[O:13])[C:6]=3[CH:5]=[CH:4][CH:3]=2)=[N:18][CH:19]=1.